Dataset: the Open Reaction Database (ORD), a public repository of structured organic reaction records. Task: describe an organic reaction: reactants, conditions, products, and yield Starting materials: C1(=CC=CC=C1)C1NCCC1 ((RS)-2-phenyl-pyrrolidine), ClC1=CC=C(C=C1)S(=O)(=O)Cl (4-chloro-benzenesulfonyl chloride). The product is ClC1=CC=C(C=C1)S(=O)(=O)N1C(CCC1)C1=CC=CC=C1 ((RS)-1-(4-Chloro-benzenesulfonyl)-2-phenyl-pyrrolidine). RXN SMILES: [C:1]1([CH:7]2[CH2:11][CH2:10][CH2:9][NH:8]2)[CH:6]=[CH:5][CH:4]=[CH:3][CH:2]=1.[Cl:12][C:13]1[CH:18]=[CH:17][C:16]([S:19](Cl)(=[O:21])=[O:20])=[CH:15][CH:14]=1>>[Cl:12][C:13]1[CH:18]=[CH:17][C:16]([S:19]([N:8]2[CH2:9][CH2:10][CH2:11][CH:7]2[C:1]2[CH:6]=[CH:5][CH:4]=[CH:3][CH:2]=2)(=[O:21])=[O:20])=[CH:15][CH:14]=1. Procedure details: The title compound, pale pink solid, m.p. 119° C. and MS: m/e=321 (M+) was prepared in accordance with the general method of example 1e from (RS)-2-phenyl-pyrrolidine and 4-chloro-benzenesulfonyl chloride. The reactants are COC(=O)c1ccc(N2CCCCOC2=O)c(C)c1, CCO, [Li+], [OH-]. Yields the product Cc1cc(C(=O)O)ccc1N1CCCCOC1=O. RXN SMILES: [CH3:1][c:2]1[cH:3][c:4]([C:5](=[O:6])[O:7][CH3:8])[cH:9][cH:10][c:11]1[N:12]1[C:13](=[O:19])[O:14][CH2:15][CH2:16][CH2:17][CH2:18]1.[CH3:22][CH2:23][OH:24].[Li+:20].[OH-:21]>>[CH3:1][c:2]1[cH:3][c:4]([C:5](=[O:6])[OH:7])[cH:9][cH:10][c:11]1[N:12]1[C:13](=[O:19])[O:14][CH2:15][CH2:16][CH2:17][CH2:18]1.